Dataset: the Open Reaction Database (ORD), a public repository of structured organic reaction records. Task: describe an organic reaction: reactants, conditions, products, and yield Reactants: FC=1C=C(C=CC1)C1CCC2(OCCO2)CC1 (8-(3-fluorophenyl)-1,4-dioxaspiro[4,5]decane), C(=O)O (formic acid), O (Water). Run in C1(=CC=CC=C1)C (toluene), C1(=CC=CC=C1)C (toluene). Yields the product FC=1C=C(C=CC1)C1CCC(CC1)=O (4-(3-fluorophenyl)cyclohexanone). The yield is 93.7%. RXN SMILES: [F:1][C:2]1[CH:3]=[C:4]([CH:8]2[CH2:17][CH2:16][C:11]3(OCC[O:12]3)[CH2:10][CH2:9]2)[CH:5]=[CH:6][CH:7]=1.C(O)=O.O>C1(C)C=CC=CC=1>[F:1][C:2]1[CH:3]=[C:4]([CH:8]2[CH2:9][CH2:10][C:11](=[O:12])[CH2:16][CH2:17]2)[CH:5]=[CH:6][CH:7]=1. Procedure: The compound (18) (61.9 g), formic acid (120 g) and toluene (120 ml) were put in a reaction vessel under a nitrogen atmosphere, heated under reflux for 3 hours, and cooled slowly to room temperature. Water (300 ml) and toluene (300 ml) were added and mixed thereto. The mixture was allowed to stand until it had separated into two phases, the organic and aqueous phases, and an extractive operation to an organic phase was carried out. The organic phase was fractionated, and washed sequentially with... Starting materials: CCOC(C)=O, CCO, COc1ccc(F)c2c1C=CN(C(=O)C(F)(F)F)CC2, [H][H]. Product: COc1ccc(F)c2c1CCN(C(=O)C(F)(F)F)CC2. RXN SMILES: [CH3:23][CH2:24][O:25][C:26]([CH3:27])=[O:28].[CH3:29][CH2:30][OH:31].[F:1][c:2]1[cH:3][cH:4][c:5]([O:19][CH3:20])[c:6]2[c:7]1[CH2:8][CH2:9][N:10]([C:13]([C:14]([F:15])([F:16])[F:17])=[O:18])[CH:11]=[CH:12]2.[H:21][H:22]>>[F:1][c:2]1[cH:3][cH:4][c:5]([O:19][CH3:20])[c:6]2[c:7]1[CH2:8][CH2:9][N:10]([C:13]([C:14]([F:15])([F:16])[F:17])=[O:18])[CH2:11][CH2:12]2. The reactants are [N+](=O)([O-])C[C@@H]1CC2(OCCO2)CCC1 ((S)-7-(nitromethyl)-1,4-dioxaspiro[4.5]decane). The reagents and catalysts are [Pd] (Pd/C). The solvent is CCO (EtOH). Run at time 19 hour. Yields the product O1CCOC12C[C@H](CCC2)CN ((S)-1,4-dioxaspiro[4.5]decan-7-ylmethanamine). Isolated yield 102.5%. Reaction SMILES: [N+:1]([CH2:4][C@H:5]1[CH2:14][CH2:13][CH2:12][C:7]2([O:11][CH2:10][CH2:9][O:8]2)[CH2:6]1)([O-])=O>CCO.[Pd]>[O:8]1[C:7]2([CH2:12][CH2:13][CH2:14][C@H:5]([CH2:4][NH2:1])[CH2:6]2)[O:11][CH2:10][CH2:9]1. Reported procedure: A solution of (S)-7-(nitromethyl)-1,4-dioxaspiro[4.5]decane (5.00 g, 24.9 mmol) in EtOH (150 mL) in a 1000 mL Parr bottle was flushed with nitrogen before Pd/C (1.32 g, 1.24 mmol) was added in one portion under nitrogen. The reaction flask was evacuated, charged with hydrogen (56 psi), and shaken for 19 h on the Parr shaker. The reaction mixture was filtered through celite under a stream of nitrogen, and the filtrate was concentrated to afford the crude title compound (4.37 g, 103% crude yield) ... Starting materials: Cc1ccccc1, Fc1ccc(N=C=S)cc1, Nc1ncccc1OCc1c(F)cccc1Cl. Product: Fc1ccc(NC(=S)Nc2ncccc2OCc2c(F)cccc2Cl)cc1. RXN SMILES: [CH3:28][c:29]1[cH:30][cH:31][cH:32][cH:33][cH:34]1.[F:18][c:19]1[cH:20][cH:21][c:22]([N:25]=[C:26]=[S:27])[cH:23][cH:24]1.[NH2:1][c:2]1[n:3][cH:4][cH:5][cH:6][c:7]1[O:8][CH2:9][c:10]1[c:11]([Cl:17])[cH:12][cH:13][cH:14][c:15]1[F:16]>>[NH:1]([c:2]1[n:3][cH:4][cH:5][cH:6][c:7]1[O:8][CH2:9][c:10]1[c:11]([Cl:17])[cH:12][cH:13][cH:14][c:15]1[F:16])[C:26]([NH:25][c:22]1[cH:21][cH:20][c:19]([F:18])[cH:24][cH:23]1)=[S:27].